describe an organic reaction: reactants, conditions, products, and yield From a dataset of the Open Reaction Database (ORD), a public repository of structured organic reaction records. The reactants are C(=O)(N1C=NC=C1)N1C=NC=C1 (1,1'-carbonyldiimidazole), C(C)N(CCN)CC (N,N-diethylethylenediamine), COC1=CC=C(C=C1)S(=O)(=O)CCNC(C)C (N-[2-[(4-methoxyphenyl)sulfonyl]ethyl]-2-propanamine). The solvent is O1CCCC1 (tetrahydrofuran), O1CCCC1 (tetrahydrofuran). Yields the product C(C)N(CCNC(N(C(C)C)CCS(=O)(=O)C1=CC=C(C=C1)OC)=O)CC (N'-[2-(Diethylamino)ethyl]-N-[2-[(4-methoxyphenyl)sulfonyl]ethyl]-N-(1-methylethyl)urea). The yield is 67.3%. RXN SMILES: [C:1](N1C=CN=C1)(N1C=CN=C1)=[O:2].[CH2:13]([N:15]([CH2:19][CH3:20])[CH2:16][CH2:17][NH2:18])[CH3:14].[CH3:21][O:22][C:23]1[CH:28]=[CH:27][C:26]([S:29]([CH2:32][CH2:33][NH:34][CH:35]([CH3:37])[CH3:36])(=[O:31])=[O:30])=[CH:25][CH:24]=1>O1CCCC1>[CH2:13]([N:15]([CH2:19][CH3:20])[CH2:16][CH2:17][NH:18][C:1](=[O:2])[N:34]([CH2:33][CH2:32][S:29]([C:26]1[CH:25]=[CH:24][C:23]([O:22][CH3:21])=[CH:28][CH:27]=1)(=[O:30])=[O:31])[CH:35]([CH3:37])[CH3:36])[CH3:14]. Reported procedure: A solution of 4.54 g (0.28 mole) of 1,1'-carbonyldiimidazole and 2.90 g (0.025 mole) of N,N-diethylethylenediamine in 400 ml of tetrahydrofuran was stirred at room temperature for 1 hr. A solution of 5.89 g (0.0229 mole) of N-[2-[(4-methoxyphenyl)sulfonyl]ethyl]-2-propanamine in 50 ml of tetrahydrofuran was added, and the mixture was refluxed overnight. The solvent was removed in vacuo, and the residue was dissolved in 800 ml of a 50/50 mixture of methylene chloride-ether. The organic solution w... The reactants are CCC(C(=O)OCC)=O (ethyl 3-methylpyruvate), FF (fluorine). Solvent: C(C)#N (acetonitrile). The product is CC(C(C(=O)OCC)=O)F (ethyl 3-methyl-3-fluoropyruvate). Reaction SMILES: [CH3:1][CH2:2][C:3](=[O:9])[C:4]([O:6][CH2:7][CH3:8])=[O:5].[F:10]F>C(#N)C>[CH3:1][CH:2]([F:10])[C:3](=[O:9])[C:4]([O:6][CH2:7][CH3:8])=[O:5]. Procedure: In the same manner as in Example 1, ethyl 3-methylpyruvate (1.0 g; 8.62 mmol) is dissolved in acetonitrile (22.5 g) and reacted with fluorine. By distilling off the solvent under reduced pressure, there is obtained a crude product, which is rectified to give ethyl 3-methyl-3-fluoropyruvate.